The task is: describe an organic reaction: reactants, conditions, products, and yield. This data is from the Open Reaction Database (ORD), a public repository of structured organic reaction records. Reaction SMILES: [CH3:1][c:2]1[c:3]([N:8]2[CH2:9][CH2:10][NH:11][CH2:12][CH2:13]2)[cH:4][cH:5][cH:6][cH:7]1.[Cl:14][c:15]1[cH:16][cH:17][c:18]2[n:19]([n:20]1)[c:21]([C:24]([F:25])([F:26])[F:27])[n:22][n:23]2>>[CH3:1][c:2]1[c:3]([N:8]2[CH2:9][CH2:10][N:11]([c:15]3[cH:16][cH:17][c:18]4[n:19]([n:20]3)[c:21]([C:24]([F:25])([F:26])[F:27])[n:22][n:23]4)[CH2:12][CH2:13]2)[cH:4][cH:5][cH:6][cH:7]1. The product is Cc1ccccc1N1CCN(c2ccc3nnc(C(F)(F)F)n3n2)CC1. Starting materials: Cc1ccccc1N1CCNCC1, FC(F)(F)c1nnc2ccc(Cl)nn12. The reactants are CO, Cc1nc(Cl)cc2cnnn12, NC(N)=S. Yields the product Cc1nc(S)cc2cnnn12. As a reaction SMILES: [CH3:16][OH:17].[Cl:1][c:2]1[cH:3][c:4]2[n:5]([c:6]([CH3:8])[n:7]1)[n:9][n:10][cH:11]2.[NH2:12][C:13]([NH2:14])=[S:15]>>[c:2]1([SH:15])[cH:3][c:4]2[n:5]([c:6]([CH3:8])[n:7]1)[n:9][n:10][cH:11]2. Procedure: The fermentation medium is a sugarcane bagasse hydrolysate pretreated by dilute acid. For pretreatment, the concentration of the dilute acid is 1-4%, the operation temperature is 130° C., and the reaction time is 15 min at this temperature. In this case, NaOH is added to adjust the pH value of the hydrolysate to 6.0, the fermentation temperature is controlled at 30° C., the agitation of the incubator is maintained at 100 rpm, and the ratio of the inocula size of the culture and the volume of the... Yields the product C([C@H](O)[C@@H](O)[C@H](O)CO)O (xylitol). The reactants are [OH-].[Na+] (NaOH), O=C[C@H](O)[C@@H](O)[C@H](O)CO (xylose), C(C1=CC=CO1)=O (furfural). Reaction conditions: time 15 minute. As a reaction SMILES: [OH-].[Na+].[O:3]=[CH:4][C@@H:5]([C@H:7]([C@@H:9]([CH2:11][OH:12])[OH:10])[OH:8])[OH:6].C(=O)C1OC=CC=1>>[CH2:4]([OH:3])[C@@H:5]([C@H:7]([C@@H:9]([CH2:11][OH:12])[OH:10])[OH:8])[OH:6] |f:0.1|. Reactants: BrC1=C(C(=C(S1)C(=O)O)C1=C(C=C(C=C1)Cl)Cl)C#N (5-bromo-4-cyano-3-(2,4-dichlorophenyl)thiophene-2-carboxylic acid), C(C)(C)N(C(C)C)CC (N,N-Diisopropylethylamine), C(C1=CC=CC=C1)N (benzylamine), O.ON1N=NC2=C1C=CC=C2 (1-Hydroxybenzotriazole hydrate), Cl.CN(CCCN=C=NCC)C (N-(3-Dimethylaminopropyl)-N′-ethylcarbodiimide hydrochloride). The solvent is C(Cl)Cl (DCM). Conditions: time 5 minute. The product is C(C1=CC=CC=C1)NC(=O)C=1SC(=C(C1C1=C(C=C(C=C1)Cl)Cl)C#N)Br (N-benzyl-5-bromo-4-cyano-3-(2,4-dichlorophenyl)thiophene-2-carboxamide). Yield: 74.6%. RXN SMILES: [Br:1][C:2]1[S:6][C:5]([C:7]([OH:9])=O)=[C:4]([C:10]2[CH:15]=[CH:14][C:13]([Cl:16])=[CH:12][C:11]=2[Cl:17])[C:3]=1[C:18]#[N:19].O.ON1C2C=CC=CC=2N=N1.Cl.CN(C)CCCN=C=NCC.C(N(CC)C(C)C)(C)C.[CH2:52]([NH2:59])[C:53]1[CH:58]=[CH:57][CH:56]=[CH:55][CH:54]=1>C(Cl)Cl>[CH2:52]([NH:59][C:7]([C:5]1[S:6][C:2]([Br:1])=[C:3]([C:18]#[N:19])[C:4]=1[C:10]1[CH:15]=[CH:14][C:13]([Cl:16])=[CH:12][C:11]=1[Cl:17])=[O:9])[C:53]1[CH:58]=[CH:57][CH:56]=[CH:55][CH:54]=1 |f:1.2,3.4|. Procedure details: 5-bromo-4-cyano-3-(2,4-dichlorophenyl)thiophene-2-carboxylic acid (0.623 g, 1.65 mmol), 1-Hydroxybenzotriazole hydrate (0.253 g, 1.65 mmol) and N-(3-Dimethylaminopropyl)-N′-ethylcarbodiimide hydrochloride (0.570 g, 2.97 mmol) were taken up in DCM (30 mL) and the mixture was stirred for 5 minutes at room temperature. N,N-Diisopropylethylamine (0.460 mL, 2.64 mmol) was added followed by benzylamine (0.216 mL, 1.98 mmol) and the solution was stirred at room temperature overnight. The mixture was qu...